describe an organic reaction: reactants, conditions, products, and yield From a dataset of the Open Reaction Database (ORD), a public repository of structured organic reaction records. Reported procedure: Tetrabromomethane (120 mg) was added to a solution of 1-[[4-[4-(hydroxymethyl)-1-piperidyl]-5-phenyl-thieno[2,3-d]pyrimidin-2-yl]methyl]pyrrolidin-2-one (102 mg) in dichloromethane (10 mL). Polystyrene-supported triphenylphosphine (0.35 g, 2.04 mmol g-1) was added and the mixture was stirred overnight at room temperature. The solid material was filtered off and the solvent was evaporated to give the target compound as a yellow solid (160 mg). m/z [M+H]+ 484.9/486.9. Retention time 4.97 min (LCMS... Reaction conditions: time 8 hour. Yields the product BrCC1CCN(CC1)C=1C2=C(N=C(N1)CN1C(CCC1)=O)SC=C2C2=CC=CC=C2 (1-[[4-[4-(bromomethyl)-1-piperidyl]-5-phenyl-thieno[2,3-d]pyrimidin-2-yl]methyl]pyrrolidin-2-one). Solvent: ClCCl (dichloromethane). RXN SMILES: Br[C:2]([Br:5])(Br)Br.OC[CH:8]1[CH2:13][CH2:12][N:11]([C:14]2[C:15]3[C:29]([C:30]4[CH:35]=[CH:34][CH:33]=[CH:32][CH:31]=4)=[CH:28][S:27][C:16]=3[N:17]=[C:18]([CH2:20][N:21]3[CH2:25][CH2:24][CH2:23][C:22]3=[O:26])[N:19]=2)[CH2:10][CH2:9]1>ClCCl>[Br:5][CH2:2][CH:8]1[CH2:9][CH2:10][N:11]([C:14]2[C:15]3[C:29]([C:30]4[CH:35]=[CH:34][CH:33]=[CH:32][CH:31]=4)=[CH:28][S:27][C:16]=3[N:17]=[C:18]([CH2:20][N:21]3[CH2:25][CH2:24][CH2:23][C:22]3=[O:26])[N:19]=2)[CH2:12][CH2:13]1. Starting materials: BrC(Br)(Br)Br (Tetrabromomethane), OCC1CCN(CC1)C=1C2=C(N=C(N1)CN1C(CCC1)=O)SC=C2C2=CC=CC=C2 (1-[[4-[4-(hydroxymethyl)-1-piperidyl]-5-phenyl-thieno[2,3-d]pyrimidin-2-yl]methyl]pyrrolidin-2-one), Polystyrene. Yield: 136.5%. The reactants are CO (methanol), C1(CC1)OC1=CC=C2C(=CC(N(C2=C1)CCN1CCC(CC1)N(C(OC(C)(C)C)=O)CC1=CC2=C(OCCO2)C=C1)=O)C (tert-butyl (1-(2-(7-cyclopropoxy-4-methyl-2-oxoquinolin-1(2H)-yl)ethyl)piperidin-4-yl)(2,3-dihydro-1,4-benzodioxin-6-ylmethyl)carbamate), Cl.C(C)(=O)OCC (hydrogen chloride ethyl acetate), Cl.C(C)(=O)OCC (hydrogen chloride ethyl acetate). Solvent: C(C)(=O)OCC (Ethyl acetate). Reaction conditions: time 1.5 hour. Product: Cl.C1(CC1)OC1=CC=C2C(=CC(N(C2=C1)CCN1CCC(CC1)NCC1=CC2=C(OCCO2)C=C1)=O)C (7-cyclopropoxy-1-(2-(4-((2,3-dihydro-1,4-benzodioxin-6-ylmethyl)amino)piperidin-1-yl)ethyl)-4-methylquinolin-2(1H)-one hydrochloride). RXN SMILES: CO.[CH:3]1([O:6][C:7]2[CH:16]=[C:15]3[C:10]([C:11]([CH3:45])=[CH:12][C:13](=[O:44])[N:14]3[CH2:17][CH2:18][N:19]3[CH2:24][CH2:23][CH:22]([N:25]([CH2:33][C:34]4[CH:43]=[CH:42][C:37]5[O:38][CH2:39][CH2:40][O:41][C:36]=5[CH:35]=4)C(=O)OC(C)(C)C)[CH2:21][CH2:20]3)=[CH:9][CH:8]=2)[CH2:5][CH2:4]1.[ClH:46].C(OCC)(=O)C>C(OCC)(=O)C>[ClH:46].[CH:3]1([O:6][C:7]2[CH:16]=[C:15]3[C:10]([C:11]([CH3:45])=[CH:12][C:13](=[O:44])[N:14]3[CH2:17][CH2:18][N:19]3[CH2:20][CH2:21][CH:22]([NH:25][CH2:33][C:34]4[CH:43]=[CH:42][C:37]5[O:38][CH2:39][CH2:40][O:41][C:36]=5[CH:35]=4)[CH2:23][CH2:24]3)=[CH:9][CH:8]=2)[CH2:4][CH2:5]1 |f:2.3,5.6|. Reported procedure: To 1 mL of methanol solution containing 85 mg of tert-butyl (1-(2-(7-cyclopropoxy-4-methyl-2-oxoquinolin-1(2H)-yl)ethyl)piperidin-4-yl)(2,3-dihydro-1,4-benzodioxin-6-ylmethyl)carbamate, 1 mL of 4 mol/L hydrogen chloride/ethyl acetate solution was added at room temperature, and stirred for 1.5 hours. 1 mL of 4 mol/L hydrogen chloride/ethyl acetate solution was added, and further stirred for 30 min. Ethyl acetate was added, and the resulting solid was filtered to give 60 mg of 7-cyclopropoxy-1-(2-... Starting materials: C1CCOC1, CCN(C(C)C)C(C)C, O=C(Cl)C(=O)Cl, ClCCl, CN(C)C=O, c1cc2nonc2cc1CCN1CCNCC1, O=C(O)c1ccc2[nH]ccc2c1. The product is O=C(c1ccc2[nH]ccc2c1)N1CCN(CCc2ccc3nonc3c2)CC1. RXN SMILES: [CH2:45]1[O:46][CH2:47][CH2:48][CH2:49]1.[CH:36]([N:37]([CH:38]([CH3:39])[CH3:40])[CH2:41][CH3:42])([CH3:43])[CH3:44].[Cl:13][C:14]([C:15]([Cl:16])=[O:17])=[O:18].[Cl:55][CH2:56][Cl:57].[O:50]=[CH:51][N:52]([CH3:53])[CH3:54].[n:19]1[c:20]2[c:21]([n:22][o:23]1)[cH:24][c:25]([CH2:28][CH2:29][N:30]1[CH2:31][CH2:32][NH:33][CH2:34][CH2:35]1)[cH:26][cH:27]2.[nH:1]1[cH:2][cH:3][c:4]2[cH:5][c:6]([C:10](=[O:11])[OH:12])[cH:7][cH:8][c:9]12>>[nH:1]1[cH:2][cH:3][c:4]2[cH:5][c:6]([C:10](=[O:12])[N:33]3[CH2:32][CH2:31][N:30]([CH2:29][CH2:28][c:25]4[cH:24][c:21]5[c:20]([n:19][o:23][n:22]5)[cH:27][cH:26]4)[CH2:35][CH2:34]3)[cH:7][cH:8][c:9]12. Reactants: B(Br)(Br)Br (BBr3), ice, C(=O)([O-])[O-].[Na+].[Na+] (Na2CO3), CCOC(=O)C (EtOAc), FC(C=1C=C(C=CC1CN1CCN(CC1)C)NC(=O)N1C2=C(CCCC1)C=C(C=C2)OC)(F)F (7-methoxy-2,3,4,5-tetrahydro-benzo[b]azepine-1-carboxylic acid [3-trifluoromethyl-4-(4-methylpiperazin-1-ylmethyl)-phenyl]-amide). Solvent: C(=O)=O (dry ice), CC(=O)C (acetone), C(Cl)Cl (CH2Cl2). Conditions: temperature -78 celsius, time 90 minute. Product: FC(C=1C=C(C=CC1CN1CCN(CC1)C)NC(=O)N1C2=C(CCCC1)C=C(C=C2)O)(F)F (7-Hydroxy-2,3,4,5-tetrahydro-benzo[b]azepine-1-carboxylic acid [3-trifluoromethyl-4-(4-methylpiperazin-1-ylmethyl)-phenyl]-amide). As a reaction SMILES: B(Br)(Br)Br.[F:5][C:6]([F:38])([F:37])[C:7]1[CH:8]=[C:9]([NH:21][C:22]([N:24]2[CH2:30][CH2:29][CH2:28][CH2:27][C:26]3[CH:31]=[C:32]([O:35]C)[CH:33]=[CH:34][C:25]2=3)=[O:23])[CH:10]=[CH:11][C:12]=1[CH2:13][N:14]1[CH2:19][CH2:18][N:17]([CH3:20])[CH2:16][CH2:15]1.C([O-])([O-])=O.[Na+].[Na+].CCOC(C)=O>C(=O)=O.CC(C)=O.C(Cl)Cl>[F:37][C:6]([F:5])([F:38])[C:7]1[CH:8]=[C:9]([NH:21][C:22]([N:24]2[CH2:30][CH2:29][CH2:28][CH2:27][C:26]3[CH:31]=[C:32]([OH:35])[CH:33]=[CH:34][C:25]2=3)=[O:23])[CH:10]=[CH:11][C:12]=1[CH2:13][N:14]1[CH2:15][CH2:16][N:17]([CH3:20])[CH2:18][CH2:19]1 |f:2.3.4|. Procedure: A solution of 38 ml BBr3 (1 M in CH2Cl2) is cooled in dry ice and acetone. Then 1.828 g (3.8 mMol) of 7-methoxy-2,3,4,5-tetrahydro-benzo[b]azepine-1-carboxylic acid [3-trifluoromethyl-4-(4-methylpiperazin-1-ylmethyl)-phenyl]-amide in 20 ml CH2Cl2 are added dropwise. The mixture is stirred for 90 min at −78° C., warmed up (−40 to −30° C.) and then stirred at this temperature for 3.5 h. The solution is poured into a mixture of 300 g ice, 150 ml sat. Na2CO3 solution and 200 ml EtOAc, the aqueous ph...